Dataset: the Open Reaction Database (ORD), a public repository of structured organic reaction records. Task: describe an organic reaction: reactants, conditions, products, and yield Reactants: [H-].[Na+] (sodium hydride), C(C)O (ethanol), ClC1=C(C(=[N+](C=C1)[O-])C)C (4-chlor-2,3-dimethylpyridine-1-oxide). RXN SMILES: [H-].[Na+].[CH2:3]([OH:5])[CH3:4].Cl[C:7]1[CH:12]=[CH:11][N+:10]([O-:13])=[C:9]([CH3:14])[C:8]=1[CH3:15]>CS(C)=O.O>[CH2:3]([O:5][C:7]1[CH:12]=[CH:11][N+:10]([O-:13])=[C:9]([CH3:14])[C:8]=1[CH3:15])[CH3:4] |f:0.1|. Run in CS(=O)C (dimethylsulfoxide), CS(=O)C (dimethylsulfoxide), O (water), O (water). Reaction conditions: temperature 30 celsius, time 8 hour. The yield is 127.0%. Yields the product C(C)OC1=C(C(=[N+](C=C1)[O-])C)C (4-ethoxy-2,3-dimethylpyridine-1-oxide). Reported procedure: To a solution prepared by diluting 8.6 g (2.0 eq.) of 60% sodium hydride with 200 mL of dimethylsulfoxide, 9.9 g (2.0 eq.) of anhydrous ethanol was added, and the mixture was allowed to react for one hour at 60° C. The reaction liquid was cooled to 30° C., and then a liquid containing 17.0 g of 4-chlor-2,3-dimethylpyridine-1-oxide dissolved in dimethylsulfoxide (70 mL) was added dropwise. The mixture was allowed to react for 2 hours at 40 to 50° C., and then was left to stand overnight at room t... The reactants are C(C)(C)(C)OC(=O)NC=1SC=C(N1)/C(/C(=O)N[C@H]1[C@H](NC1=O)CNCCNCCNC(OC(C)(C)C)=O)=N/OC(C(=O)OC(C)(C)C)(C)C (tert-butyl 2-(((Z)-(1-(2-((tert-butoxycarbonyl)amino)thiazol-4-yl)-2-(((2R,3S)-2-(11,11-dimethyl-9-oxo-10-oxa-2,5,8-triazadodecyl)-4-oxoazetidin-3-yl)amino)-2-oxoethylidene)amino)oxy)-2-methylpropanoate), crude residue, C1=CN(C=N1)C(=O)N2C=CN=C2 (CDI), TEA. Solvent: C(Cl)(Cl)Cl (chloroform). The product is C(C)(C)(C)OC(=O)NCCN1C(N(CC1)C[C@H]1NC([C@H]1NC(\C(\C=1N=C(SC1)NC(=O)OC(C)(C)C)=N/OC(C(=O)OC(C)(C)C)(C)C)=O)=O)=O (Tert-butyl 2-(((Z)-(2-(((2R,3S)-2-((3-(2-((tert-butoxycarbonyl)amino)ethyl)-2-oxoimidazolidin-1-yl)methyl)-4-oxoazetidin-3-yl)amino)-1-(2-((tert-butoxycarbonyl)amino)thiazol-4-yl)-2-oxoethylidene)amino)oxy)-2-methylpropanoate). Reaction SMILES: [C:1]([O:5][C:6]([NH:8][C:9]1[S:10][CH:11]=[C:12](/[C:14](=[N:38]/[O:39][C:40]([CH3:49])([CH3:48])[C:41]([O:43][C:44]([CH3:47])([CH3:46])[CH3:45])=[O:42])/[C:15]([NH:17][C@@H:18]2[C:21](=[O:22])[NH:20][C@@H:19]2[CH2:23][NH:24][CH2:25][CH2:26][NH:27][CH2:28][CH2:29][NH:30][C:31](=[O:37])[O:32][C:33]([CH3:36])([CH3:35])[CH3:34])=[O:16])[N:13]=1)=[O:7])([CH3:4])([CH3:3])[CH3:2].C1N=CN([C:55](N2C=NC=C2)=[O:56])C=1>C(Cl)(Cl)Cl>[C:33]([O:32][C:31]([NH:30][CH2:29][CH2:28][N:27]1[CH2:26][CH2:25][N:24]([CH2:23][C@@H:19]2[C@H:18]([NH:17][C:15](=[O:16])/[C:14](=[N:38]\[O:39][C:40]([CH3:49])([CH3:48])[C:41]([O:43][C:44]([CH3:47])([CH3:46])[CH3:45])=[O:42])/[C:12]3[N:13]=[C:9]([NH:8][C:6]([O:5][C:1]([CH3:2])([CH3:3])[CH3:4])=[O:7])[S:10][CH:11]=3)[C:21](=[O:22])[NH:20]2)[C:55]1=[O:56])=[O:37])([CH3:35])([CH3:36])[CH3:34]. Reported procedure: Prepared in analogous manner to example 3 step 3, using tert-butyl 2-(((Z)-(1-(2-((tert-butoxycarbonyl)amino)thiazol-4-yl)-2-(((2R,3S)-2-(11,11-dimethyl-9-oxo-10-oxa-2,5,8-triazadodecyl)-4-oxoazetidin-3-yl)amino)-2-oxoethylidene)amino)oxy)-2-methylpropanoate (135 mg, 0.189 mmol), CDI (46.1 mg, 0.284 mmol), TEA (132 μl, 0.947 mmol) and chloroform (1.9 mL). The crude residue was used as such in the following step. LC/MS: R=1.02 min, m/z=739.4 (M+1) Method 2m_acidic.